This data is from the Open Reaction Database (ORD), a public repository of structured organic reaction records. The task is: describe an organic reaction: reactants, conditions, products, and yield The reactants are CN1CCC(Sc2c[nH]c3ccc(Br)cc23)CC1, CN1CCCC1=O, N#C[Cu]C#N. Yields the product CN1CCC(Sc2c[nH]c3ccc(C#N)cc23)CC1. As a reaction SMILES: [Br:6][c:7]1[cH:8][c:9]2[c:10]([S:16][CH:17]3[CH2:18][CH2:19][N:20]([CH3:23])[CH2:21][CH2:22]3)[cH:11][nH:12][c:13]2[cH:14][cH:15]1.[CH3:24][N:25]1[C:26](=[O:27])[CH2:28][CH2:29][CH2:30]1.[Cu:1]([C:2]#[N:3])[C:4]#[N:5]>>[C:4](#[N:5])[c:7]1[cH:8][c:9]2[c:10]([S:16][CH:17]3[CH2:18][CH2:19][N:20]([CH3:23])[CH2:21][CH2:22]3)[cH:11][nH:12][c:13]2[cH:14][cH:15]1. Reactants: CC(C)=CCC\C(\C)=C\CC\C(\C)=C\CC\C=C(/C)\CC\C=C(/C)\CCC=C(C)C (squalene), [H][H] (hydrogen). The reagents and catalysts are [Ni] (nickel). Solvent: CCCCCC (n-hexane), CCCCCC (n-hexane). Yields the product CC(C)CCCC(C)CCCC(C)CCCCC(C)CCCC(C)CCCC(C)C (squalane). Reaction SMILES: [CH3:1][C:2](=[CH:4][CH2:5][CH2:6]/[C:7](=[CH:9]/[CH2:10][CH2:11]/[C:12](=[CH:14]/[CH2:15][CH2:16]/[CH:17]=[C:18](/[CH2:20][CH2:21]/[CH:22]=[C:23](/[CH2:25][CH2:26][CH:27]=[C:28]([CH3:30])[CH3:29])\[CH3:24])\[CH3:19])/[CH3:13])/[CH3:8])[CH3:3].[H][H]>[Ni].CCCCCC>[CH3:30][CH:28]([CH2:27][CH2:26][CH2:25][CH:23]([CH2:22][CH2:21][CH2:20][CH:18]([CH2:17][CH2:16][CH2:15][CH2:14][CH:12]([CH2:11][CH2:10][CH2:9][CH:7]([CH2:6][CH2:5][CH2:4][CH:2]([CH3:3])[CH3:1])[CH3:8])[CH3:13])[CH3:19])[CH3:24])[CH3:29]. Procedure: A tubular reactor of 1.2 cm in inner diameter and 10 cm in length was packed with 10 g of carrier-supported nickel catalyst. Hydrogenation was carried out by feeding into the reactor the n-hexane solution of squalene and hydrogen gas to obtain a squalane solution in n-hexane. Samples were taken out for 30 hours after the temperature was stabilized at 200° C. Reactants: NC1=NC=C(C2=C1C(=CS2)C2=CC(=C(C=C2)NC(=O)C=2N(C1=CC=CC=C1C2)C)OC)C2C(C2)C(=O)OCC (Ethyl 2-[4-amino-3-(3-methoxy-4-{[(1-methyl-1H-indol-2-yl)carbonyl]amino}phenyl)thieno[3,2-c]pyridin-7-yl]cyclopropanecarboxylate), [OH-].[Na+] (sodium hydroxide), Cl (hydrochloric acid). Run in CO (methanol). The product is NC1=NC=C(C2=C1C(=CS2)C2=CC(=C(C=C2)NC(=O)C=2N(C1=CC=CC=C1C2)C)OC)C2C(C2)C(=O)O (2-[4-amino-3-(3-methoxy-4-{[(1-methyl-1H-indol-2-yl)carbonyl]amino}phenyl)thieno [3,2-c]pyridin-7-yl]cyclopropanecarboxylic acid). The yield is 14.8%. As a reaction SMILES: [NH2:1][C:2]1[C:7]2[C:8]([C:11]3[CH:16]=[CH:15][C:14]([NH:17][C:18]([C:20]4[N:21]([CH3:29])[C:22]5[C:27]([CH:28]=4)=[CH:26][CH:25]=[CH:24][CH:23]=5)=[O:19])=[C:13]([O:30][CH3:31])[CH:12]=3)=[CH:9][S:10][C:6]=2[C:5]([CH:32]2[CH2:34][CH:33]2[C:35]([O:37]CC)=[O:36])=[CH:4][N:3]=1.[OH-].[Na+].Cl>CO>[NH2:1][C:2]1[C:7]2[C:8]([C:11]3[CH:16]=[CH:15][C:14]([NH:17][C:18]([C:20]4[N:21]([CH3:29])[C:22]5[C:27]([CH:28]=4)=[CH:26][CH:25]=[CH:24][CH:23]=5)=[O:19])=[C:13]([O:30][CH3:31])[CH:12]=3)=[CH:9][S:10][C:6]=2[C:5]([CH:32]2[CH2:34][CH:33]2[C:35]([OH:37])=[O:36])=[CH:4][N:3]=1 |f:1.2|. Procedure details: Ethyl 2-[4-amino-3-(3-methoxy-4-{[(1-methyl-1H-indol-2-yl)carbonyl]amino}phenyl)thieno[3,2-c]pyridin-7-yl]cyclopropanecarboxylate (433 mg, 0.8018 mmol) in methanol (2 mL) and 2M sodium hydroxide (1.604 mL, 3.207 mmol) was stirred for 23 hours at 50° C., cooled to room temperature and acidified to a pH of 4 with 1M hydrochloric acid. Solids were filtered off and washed with water. The material was purified by HPLC preparative to furnish the title compound as a white solid (61 mg 0.119 mmol): LCMS... Reactants: C1(=CC=CC=C1)CCC=C[C@@H]1CC[C@H](CC1)N (trans-4-(4-phenyl-but-1-enyl)-cyclohexyl-amine), ClC1=C2C(=NC=N1)NN=C2 (4-chloro-1H-pyrazolo[3,4-d]pyrimidine), C(C)(C)N(CC)C(C)C (di-isopropyl-ethylamine), CN(C=O)C (dimethyl-formamide). Solvent: C(C)(=O)OCC (ethyl acetate). Conditions: time 18 hour. Yields the product C1(=CC=CC=C1)CCC=C[C@@H]1CC[C@H](CC1)NC1=C2C(=NC=N1)NN=C2 (trans-[4-(4-Phenyl-but-1-enyl)-cyclohexyl]-(1H-pyrazolo[3,4-d]pyrimidin-4-yl)-amine). Yield: 5.0%. RXN SMILES: [C:1]1([CH2:7][CH2:8][CH:9]=[CH:10][C@H:11]2[CH2:16][CH2:15][C@H:14]([NH2:17])[CH2:13][CH2:12]2)[CH:6]=[CH:5][CH:4]=[CH:3][CH:2]=1.Cl[C:19]1[N:24]=[CH:23][N:22]=[C:21]2[NH:25][N:26]=[CH:27][C:20]=12.C(N(C(C)C)CC)(C)C.CN(C)C=O>C(OCC)(=O)C>[C:1]1([CH2:7][CH2:8][CH:9]=[CH:10][C@H:11]2[CH2:12][CH2:13][C@H:14]([NH:17][C:19]3[N:24]=[CH:23][N:22]=[C:21]4[NH:25][N:26]=[CH:27][C:20]=34)[CH2:15][CH2:16]2)[CH:6]=[CH:5][CH:4]=[CH:3][CH:2]=1. Procedure details: A mixture of 0.330 g of trans-4-(4-phenyl-but-1-enyl)-cyclohexyl-amine, 0.222 g of 4-chloro-1H-pyrazolo[3,4-d]pyrimidine (R. K. Robins, J. Amer. Chem. Soc., 78, 784-790 (1956)), 0.376 mL of di-isopropyl-ethylamine and 1.0 mL of dimethyl-formamide were combined and allowed to stir at room temperature for 18 h. The reaction was diluted with ethyl acetate (30 mL) and washed with saturated aqueous sodium bicarbonate. The ethyl acetate extract was dried over sodium sulfate, filtered, concentrated to ... Starting materials: N1=CC(=CC=C1)C(C(=O)O)O ((−)-3-pyridylglycolic acid), C(=O)[O-] (formate). Product: C1=C(C=CC2=CC=CC=C12)C(C(=O)O)O ((−)-2-naphthylglycolic acid). Reaction SMILES: N1[CH:6]=[CH:5][CH:4]=[C:3]([CH:7]([OH:11])[C:8]([OH:10])=[O:9])[CH:2]=1.C([O-])=O>>[CH:2]1[C:8]2[C:6](=[CH:5][CH:4]=[CH:3][CH:7]=2)[CH:5]=[CH:4][C:3]=1[CH:7]([OH:11])[C:8]([OH:10])=[O:9]. Procedure details: (−)-3-pyridylglycolic acid This Reaction was performed in 100 mM anmonium formate buffer at pH 8. To isolate the product, the reaction mixture was filtered through a 10,000 MWCO membrane to remove enzyme and then concentrated in vacuo. 1H NMR (DMSO-d6, 500 MHz) δ 8.56 (s, 1H), 8.36 (d, J=4.57 Hz, 1H), 8.25 (s, 1H), 7.71 (m, 1H), 7.25 (dd, J=4.98, 4.80 Hz 1H), 5.45 (s, 1H). 13C NMR DMSO-d6, 125 MHz) δ 165.911, 147.862, 147.251, 139.118, 133.381, 122.746, 71.508. MS calc'd for [C7H7NO3] 153.04, fo... Starting materials: ClC=1C=C(C=C(C1C[C@H]1C(N(CC1)N1CCC(CC1)O[Si](C(C)C)(C(C)C)C(C)C)=O)Cl)OS(=O)(=O)C(F)(F)F (trifluoro-methanesulfonic acid 3,5-dichloro-4-[(R)-2-oxo-1-(4-triisopropylsilanyloxy-piperidin-1-yl)-pyrrolidin-3-ylmethyl]-phenyl ester), FC(C1=CC=C(C=C1)B(O)O)(F)F (4-trifluoromethylphenylboronic acid), C([O-])([O-])=O.[Na+].[Na+] (sodium carbonate). Reported procedure: Bring a mixture of trifluoro-methanesulfonic acid 3,5-dichloro-4-[(R)-2-oxo-1-(4-triisopropylsilanyloxy-piperidin-1-yl)-pyrrolidin-3-ylmethyl]-phenyl ester (0.18 g, 0.29 mmol), 4-trifluoromethylphenylboronic acid (0.07 g, 0.36 mmol), sodium carbonate (0.09 g, 0.86 mmol) in THF (26 mL) and water (13 mL) to 60° C. To the mixture at 60° C., add Pd(PPh3)4 (0.02 g, 0.01 mmol). Raise the reaction temperature to 80° C. and stir for 1 hour. Cool the reaction, dilute with ethyl acetate, and wash with wat... As a reaction SMILES: [Cl:1][C:2]1[CH:3]=[C:4](OS(C(F)(F)F)(=O)=O)[CH:5]=[C:6]([Cl:32])[C:7]=1[CH2:8][C@@H:9]1[CH2:13][CH2:12][N:11]([N:14]2[CH2:19][CH2:18][CH:17]([O:20][Si:21]([CH:28]([CH3:30])[CH3:29])([CH:25]([CH3:27])[CH3:26])[CH:22]([CH3:24])[CH3:23])[CH2:16][CH2:15]2)[C:10]1=[O:31].[F:41][C:42]([F:53])([F:52])[C:43]1[CH:48]=[CH:47][C:46](B(O)O)=[CH:45][CH:44]=1.C(=O)([O-])[O-].[Na+].[Na+]>C1COCC1.O.C(OCC)(=O)C.C1C=CC([P]([Pd]([P](C2C=CC=CC=2)(C2C=CC=CC=2)C2C=CC=CC=2)([P](C2C=CC=CC=2)(C2C=CC=CC=2)C2C=CC=CC=2)[P](C2C=CC=CC=2)(C2C=CC=CC=2)C2C=CC=CC=2)(C2C=CC=CC=2)C2C=CC=CC=2)=CC=1>[Cl:1][C:2]1[CH:3]=[C:4]([C:46]2[CH:47]=[CH:48][C:43]([C:42]([F:53])([F:52])[F:41])=[CH:44][CH:45]=2)[CH:5]=[C:6]([Cl:32])[C:7]=1[CH2:8][C@@H:9]1[CH2:13][CH2:12][N:11]([N:14]2[CH2:19][CH2:18][CH:17]([O:20][Si:21]([CH:22]([CH3:24])[CH3:23])([CH:25]([CH3:26])[CH3:27])[CH:28]([CH3:29])[CH3:30])[CH2:16][CH2:15]2)[C:10]1=[O:31] |f:2.3.4,^1:75,77,96,115|. The product is ClC=1C=C(C=C(C1C[C@H]1C(N(CC1)N1CCC(CC1)O[Si](C(C)C)(C(C)C)C(C)C)=O)Cl)C1=CC=C(C=C1)C(F)(F)F ((R)-3-(3,5-Dichloro-4′-trifluoromethyl-biphenyl-4-ylmethyl)-1-(4-triisopropylsilanyloxy-piperidin-1-yl)-pyrrolidin-2-one). The solvent is C1CCOC1 (THF), O (water), C(C)(=O)OCC (ethyl acetate). Reaction conditions: temperature 80 celsius, time 1 hour. Reagents/catalysts: C=1C=CC(=CC1)[P](C=2C=CC=CC2)(C=3C=CC=CC3)[Pd]([P](C=4C=CC=CC4)(C=5C=CC=CC5)C=6C=CC=CC6)([P](C=7C=CC=CC7)(C=8C=CC=CC8)C=9C=CC=CC9)[P](C=1C=CC=CC1)(C=1C=CC=CC1)C=1C=CC=CC1 (Pd(PPh3)4). Yield: 64.3%. Starting materials: C1(=CC(=CC=C1)NO)C (N-m-tolyl-hydroxylamine), C([O-])([O-])=O.[K+].[K+] (potassium carbonate), O (water), C(C)(=O)OCC (ethyl acetate). The solvent is CN(C=O)C (N,N-dimethylformamide). Conditions: time 2.5 hour. Product: C1(=CC(=CC=C1)N1OCCC1=O)C (2-m-tolyl-isoxazolidin-3-one). Isolated yield 73.0%. As a reaction SMILES: [C:1]1([CH3:9])[CH:6]=[CH:5][CH:4]=[C:3]([NH:7][OH:8])[CH:2]=1.[C:10](=[O:13])([O-])[O-].[K+].[K+].O.[C:17](OCC)(=O)[CH3:18]>CN(C)C=O>[C:1]1([CH3:9])[CH:6]=[CH:5][CH:4]=[C:3]([N:7]2[C:10](=[O:13])[CH2:18][CH2:17][O:8]2)[CH:2]=1 |f:1.2.3|. Reported procedure: 3-Chloro-propionyl (157 μL, 1.65 mmol) was added to a mixture of N-m-tolyl-hydroxylamine (235 mg, 1.69 mmol) and potassium carbonate (223 mg, 1.69 mmol) in N,N-dimethylformamide (1.7 mL) at −10° C. The mixture was stirred at room temperature for 2.5 hours, and water and ethyl acetate were then added. The organic layer and the aqueous layer were separated, and the aqueous layer was repeatedly extracted with ethyl acetate three times. The organic layers were combined, washed with water twice and s... Starting materials: COCC1=CC=C(S1)C=O (5-(methoxymethyl)thiophene-2-carbaldehyde), [BH4-].[Na+] (NaBH4), O (Water), N#N (N2). The solvent is CCO (EtOH), CC(OCC)=O (EA). Run at temperature 0 celsius, time 5 minute. The product is COCC1=CC=C(S1)CO ((5-(Methoxymethyl)thiophen-2-yl)methanol). RXN SMILES: N#N.[CH3:3][O:4][CH2:5][C:6]1[S:10][C:9]([CH:11]=[O:12])=[CH:8][CH:7]=1.[BH4-].[Na+].O>CCO.CC(=O)OCC>[CH3:3][O:4][CH2:5][C:6]1[S:10][C:9]([CH2:11][OH:12])=[CH:8][CH:7]=1 |f:2.3|. Procedure: In a flame dried round-bottomed flask equipped with a magnetic stir bar and under inert atmosphere (N2), a solution of 5-(methoxymethyl)thiophene-2-carbaldehyde (782 mg, 5.01 mmol) in EtOH (10 mL) was treated at 0° C. with NaBH4 (379 mg, 10.0 mmol) and the resulting solution was stirred for 5 min at 0° C. and then allowed to warm to rt. Water (5 mL) and EA (5 mL) were added. The aq. layer was extracted with EA (2×15 mL) and the combined org. layers were washed with brine, dried over MgSO4, filte...